This data is from the Open Reaction Database (ORD), a public repository of structured organic reaction records. The task is: describe an organic reaction: reactants, conditions, products, and yield Solvent: CN(C)C=O (DMF). Reaction conditions: time 4 hour. The product is ClC=1C(=C(NC1C)C(=O)OCC)C (ethyl 4-chloro-3,5-dimethyl-1H-pyrrole-2-carboxylate). Reaction SMILES: [CH3:1][C:2]1[CH:6]=[C:5]([CH3:7])[NH:4][C:3]=1[C:8]([O:10][CH2:11][CH3:12])=[O:9].[Cl:13]N1C(=O)CCC1=O>CN(C=O)C>[Cl:13][C:6]1[C:2]([CH3:1])=[C:3]([C:8]([O:10][CH2:11][CH3:12])=[O:9])[NH:4][C:5]=1[CH3:7]. Procedure: To a solution of ethyl 3,5-dimethyl-1H-pyrrole-2-carboxylate (0.100 g, 0.598 mmol) in DMF (2 ml) was added N-chlorosuccinimide (0.120 g, 0.897 mmol). The reaction mixture was stirred at RT for 4 h. The solvent was evaporated and purification by column chromatography (hexanes/EtOAc) afforded ethyl 4-chloro-3,5-dimethyl-1H-pyrrole-2-carboxylate (0.035 g, 29%) as a white solid. 1H NMR (400 MHz, DMSO-d6): δ ppm 11.68 (br. s., 1H) 4.22 (q, 2H) 2.19 (s, 3H) 2.15 (s, 3H) 1.28 (t, 3H). MS: m/z 202.3 (M+... Starting materials: CC1=C(NC(=C1)C)C(=O)OCC (ethyl 3,5-dimethyl-1H-pyrrole-2-carboxylate), ClN1C(CCC1=O)=O (N-chlorosuccinimide). Yield: 29.0%. Starting materials: C(=O)([O-])[O-].[K+].[K+] (K2CO3), Cu, IC1=CC=C(C=C1)C1=CC=C(C=C1)I (4,4′-Diiodobiphenyl), C1=CC=CC=2C3=CC=CC=C3NC12 (carbazole), C(=O)([O-])[O-].[K+].[K+] (K2CO3), C1COCCOCCOCCOCCOCCO1 (18-crown-6). The product is C1=CC=CC=2C3=CC=CC=C3N(C12)C1=CC=C(C=C1)C1=CC=C(C=C1)N1C2=CC=CC=C2C=2C=CC=CC12 (4,4′-di(9H-carbazol-9-yl)biphenyl). Reaction SMILES: I[C:2]1[CH:7]=[CH:6][C:5]([C:8]2[CH:13]=[CH:12][C:11](I)=[CH:10][CH:9]=2)=[CH:4][CH:3]=1.[CH:15]1[C:27]2[NH:26][C:25]3[C:20](=[CH:21][CH:22]=[CH:23][CH:24]=3)[C:19]=2[CH:18]=[CH:17][CH:16]=1.C([O-])([O-])=O.[K+].[K+].C1O[CH2:50][CH2:49]OCCOCCOCCOCCOC1>[Cu].C(Cl)Cl.ClC1C=CC=CC=1Cl>[CH:3]1[C:4]2[N:26]([C:25]3[CH:20]=[CH:21][C:22]([C:50]4[CH:49]=[CH:27][C:15]([N:26]5[C:25]6[CH:24]=[CH:23][CH:22]=[CH:21][C:20]=6[C:19]6[C:27]5=[CH:15][CH:16]=[CH:17][CH:18]=6)=[CH:16][CH:17]=4)=[CH:23][CH:24]=3)[C:13]3[C:8](=[CH:9][CH:10]=[CH:11][CH:12]=3)[C:5]=2[CH:6]=[CH:7][CH:2]=1 |f:2.3.4|. Procedure: 4,4′-Diiodobiphenyl (10.001 g, 24.63 mmol), carbazole (9.078 g, 54.29 mmol), K2CO3 (20.087 g, 145.34 mmol), 18-crown-6 (0.100 g, 0.34 mmol), and copper powder (10.051 g, 158.16 mmol) were combined in reaction flask. To the flask, o-dichlorobenzene (50 mL) was added. The reaction was heated under inert N2 atmosphere at 180° C. overnight. TLC showed evidence of limited di-substitution product which necessitated the addition of K2CO3 (4.994 g, 36.13 mmol) and Cu powder (5.223 g, 82.19 mmol) to the ... Reagents/catalysts: [Cu] (copper). Conditions: temperature 180 celsius, time 8 hour. The solvent is ClC1=C(C=CC=C1)Cl (o-dichlorobenzene), hexanes, C(Cl)Cl (DCM). Reactants: C1CCOC1, COc1cc([N+](=O)[O-])c([Sn](C)(C)C)cc1OC, c1ccc(P(c2ccccc2)(c2ccccc2)[Pd](P(c2ccccc2)(c2ccccc2)c2ccccc2)(P(c2ccccc2)(c2ccccc2)c2ccccc2)P(c2ccccc2)(c2ccccc2)c2ccccc2)cc1. Yields the product C[Sn](C)(C)c1cc2c(cc1[N+](=O)[O-])OCO2. RXN SMILES: [CH2:18]1[O:19][CH2:20][CH2:21][CH2:22]1.[CH3:1][Sn:2]([c:3]1[cH:4][c:5]([O:14][CH3:15])[c:6]([O:12][CH3:13])[cH:7][c:8]1[N+:9](=[O:10])[O-:11])([CH3:16])[CH3:17].[cH:23]1[cH:24][cH:25][c:26]([P:27]([Pd:28]([P:29]([c:30]2[cH:31][cH:32][cH:33][cH:34][cH:35]2)([c:36]2[cH:37][cH:38][cH:39][cH:40][cH:41]2)[c:42]2[cH:43][cH:44][cH:45][cH:46][cH:47]2)([P:48]([c:49]2[cH:50][cH:51][cH:52][cH:53][cH:54]2)([c:55]2[cH:56][cH:57][cH:58][cH:59][cH:60]2)[c:61]2[cH:62][cH:63][cH:64][cH:65][cH:66]2)[P:67]([c:68]2[cH:69][cH:70][cH:71][cH:72][cH:73]2)([c:74]2[cH:75][cH:76][cH:77][cH:78][cH:79]2)[c:80]2[cH:81][cH:82][cH:83][cH:84][cH:85]2)([c:86]2[cH:87][cH:88][cH:89][cH:90][cH:91]2)[c:92]2[cH:93][cH:94][cH:95][cH:96][cH:97]2)[cH:98][cH:99]1>>[CH3:1][Sn:2]([c:3]1[cH:4][c:5]2[c:6]([cH:7][c:8]1[N+:9](=[O:10])[O-:11])[O:12][CH2:15][O:14]2)([CH3:16])[CH3:17]. Reactants: C#CC1CCC(c2ccc(CCCCC)cc2)CC1, [Li]CCCC, CCCCCC, N#COc1ccccc1, C1CCOC1, O. The product is CCCCCc1ccc(C2CCC(C#CC#N)CC2)cc1. Reaction SMILES: [C:1](#[CH:2])[CH:3]1[CH2:4][CH2:5][CH:6]([c:9]2[cH:10][cH:11][c:12]([CH2:15][CH2:16][CH2:17][CH2:18][CH3:19])[cH:13][cH:14]2)[CH2:7][CH2:8]1.[CH2:20]([Li:21])[CH2:22][CH2:23][CH3:24].[CH3:40][CH2:41][CH2:42][CH2:43][CH2:44][CH3:45].[N:25]#[C:26][O:27][c:28]1[cH:29][cH:30][cH:31][cH:32][cH:33]1.[O:35]1[CH2:36][CH2:37][CH2:38][CH2:39]1.[OH2:34]>>[C:1](#[C:2][C:26]#[N:25])[CH:3]1[CH2:4][CH2:5][CH:6]([c:9]2[cH:10][cH:11][c:12]([CH2:15][CH2:16][CH2:17][CH2:18][CH3:19])[cH:13][cH:14]2)[CH2:7][CH2:8]1. Starting materials: [Al+3], C1CCOC1, [H-], [H-], [H-], [H-], [Li+], NC(CSCc1ccc(F)cc1)C(=O)O. Product: NC(CO)CSCc1ccc(F)cc1. Reaction SMILES: [Al+3:2].[CH2:22]1[O:23][CH2:24][CH2:25][CH2:26]1.[H-:1].[H-:4].[H-:5].[H-:6].[Li+:3].[NH2:7][CH:8]([C:9](=[O:10])[OH:11])[CH2:12][S:13][CH2:14][c:15]1[cH:16][cH:17][c:18]([F:21])[cH:19][cH:20]1>>[NH2:7][CH:8]([CH2:9][OH:10])[CH2:12][S:13][CH2:14][c:15]1[cH:16][cH:17][c:18]([F:21])[cH:19][cH:20]1. Reactants: CCO, CC(C)N1CCC(c2ccc([N+](=O)[O-])cc2)CC1, NN. Yields the product CC(C)N1CCC(c2ccc(N)cc2)CC1. As a reaction SMILES: [CH3:21][CH2:22][OH:23].[CH:3]([CH3:4])([CH3:5])[N:6]1[CH2:7][CH2:8][CH:9]([c:12]2[cH:13][cH:14][c:15]([N+:18]([O-:19])=[O:20])[cH:16][cH:17]2)[CH2:10][CH2:11]1.[NH2:1][NH2:2]>>[CH:3]([CH3:4])([CH3:5])[N:6]1[CH2:7][CH2:8][CH:9]([c:12]2[cH:13][cH:14][c:15]([NH2:18])[cH:16][cH:17]2)[CH2:10][CH2:11]1. The reactants are C(C1=CC=CC=C1)OC(=O)N[C@H]([C@H](CN(NC(=O)OC(C)(C)C)CC)O)CC1=CC=CC=C1 (tert-butyl 2-((2S,3S)-3-{[(benzyloxy)carbonyl]amino}-2-hydroxy-4-phenylbutyl)-2-ethylhydrazinecarboxylate), [H][H] (hydrogen). Reagents/catalysts: [Pd] (Pd/C). The solvent is CO (MeOH). Yields the product N[C@H]([C@H](CN(NC(=O)OC(C)(C)C)CC)O)CC1=CC=CC=C1 (tert-butyl 2-((25,3S)-3-amino-2-hydroxy-4-phenylbutyl)-2-ethylhydrazinecarboxylate). Isolated yield 82.4%. As a reaction SMILES: C(OC([NH:11][C@@H:12]([CH2:27][C:28]1[CH:33]=[CH:32][CH:31]=[CH:30][CH:29]=1)[C@@H:13]([OH:26])[CH2:14][N:15]([CH2:24][CH3:25])[NH:16][C:17]([O:19][C:20]([CH3:23])([CH3:22])[CH3:21])=[O:18])=O)C1C=CC=CC=1.[H][H]>CO.[Pd]>[NH2:11][C@@H:12]([CH2:27][C:28]1[CH:29]=[CH:30][CH:31]=[CH:32][CH:33]=1)[C@@H:13]([OH:26])[CH2:14][N:15]([CH2:24][CH3:25])[NH:16][C:17]([O:19][C:20]([CH3:21])([CH3:22])[CH3:23])=[O:18]. Reported procedure: A solution of crude tert-butyl 2-((2S,3S)-3-{[(benzyloxy)carbonyl]amino}-2-hydroxy-4-phenylbutyl)-2-ethylhydrazinecarboxylate (502 mg, 1.1 mmol) in MeOH (10 mL) was added to 10% Pd/C (5.2 mg) and stirred in a hydrogen atmosphere (@ ambient pressure) for 6 h. The reaction was filtered through Celite and the filtrate concentrated under reduced pressure to yield crude tert-butyl 2-((25,3S)-3-amino-2-hydroxy-4-phenylbutyl)-2-ethylhydrazinecarboxylate (293 mg). MS (ESI+) for C17H29N3O3 m/z 324.2 (M+H... Reactants: C1=C(C=CC2=CC=CC=C12)OCCCCCCNC1=CC=C(C(=O)OCC)C=C1 (ethyl p-{[6-(2-naphthyloxy)-hexyl]amino}benzoate), [OH-].[K+] (potassium hydroxide), Cl (hydrochloric acid). Solvent: O (water), C(C)O (ethanol). Product: C1=C(C=CC2=CC=CC=C12)OCCCCCCNC1=CC=C(C(=O)O)C=C1 (p-{[6-(2-Naphthyloxy)hexyl]amino}benzoic acid). RXN SMILES: [CH:1]1[C:10]2[C:5](=[CH:6][CH:7]=[CH:8][CH:9]=2)[CH:4]=[CH:3][C:2]=1[O:11][CH2:12][CH2:13][CH2:14][CH2:15][CH2:16][CH2:17][NH:18][C:19]1[CH:29]=[CH:28][C:22]([C:23]([O:25]CC)=[O:24])=[CH:21][CH:20]=1.[OH-].[K+].Cl>C(O)C.O>[CH:1]1[C:10]2[C:5](=[CH:6][CH:7]=[CH:8][CH:9]=2)[CH:4]=[CH:3][C:2]=1[O:11][CH2:12][CH2:13][CH2:14][CH2:15][CH2:16][CH2:17][NH:18][C:19]1[CH:29]=[CH:28][C:22]([C:23]([OH:25])=[O:24])=[CH:21][CH:20]=1 |f:1.2|. Procedure details: A solution of 4.8 g of ethyl p-{[6-(2-naphthyloxy)-hexyl]amino}benzoate and 4.8 g of potassium hydroxide in 100 ml of 95% ethanol is refluxed for 3 hours. The solution is cooled, diluted with water and acidified with concentrated hydrochloric acid. The mixture is filtered and the solid washed with ethanol with water and recrystallized from ether-methylene chloride and acetone to give crystals, mp 157°-159° C. Product: Cc1nc(Cl)c(C(=O)NCc2ccc(Cl)c(Oc3cc(C#N)cc(CO)c3)c2F)[nH]1. The reactants are [BH4-], O=C([O-])O, CO, CCOC(C)=O, Cc1nc(Cl)c(C(=O)NCc2ccc(Cl)c(Oc3cc(C#N)cc(C=O)c3)c2F)[nH]1, [Na+], [Na+]. RXN SMILES: [BH4-:31].[C:33](=[O:34])([OH:35])[O-:36].[CH3:38][OH:39].[CH3:40][CH2:41][O:42][C:43]([CH3:44])=[O:45].[Cl:1][c:2]1[n:3][c:4]([CH3:30])[nH:5][c:6]1[C:7](=[O:8])[NH:9][CH2:10][c:11]1[c:12]([F:29])[c:13]([O:18][c:19]2[cH:20][c:21]([C:27]#[N:28])[cH:22][c:23]([CH:25]=[O:26])[cH:24]2)[c:14]([Cl:17])[cH:15][cH:16]1.[Na+:32].[Na+:37]>>[Cl:1][c:2]1[n:3][c:4]([CH3:30])[nH:5][c:6]1[C:7](=[O:8])[NH:9][CH2:10][c:11]1[c:12]([F:29])[c:13]([O:18][c:19]2[cH:20][c:21]([C:27]#[N:28])[cH:22][c:23]([CH2:25][OH:26])[cH:24]2)[c:14]([Cl:17])[cH:15][cH:16]1.